This data is from the Open Reaction Database (ORD), a public repository of structured organic reaction records. The task is: describe an organic reaction: reactants, conditions, products, and yield Reactants: O=c1ccc2c(C(CN(CCCCCCOCCCCc3ccccc3)Cc3ccccc3)OC3CCCCO3)ccc(OCc3ccccc3)c2[nH]1, C1CCOC1, CC(=O)O, O. The product is O=c1ccc2c(C(O)CN(CCCCCCOCCCCc3ccccc3)Cc3ccccc3)ccc(OCc3ccccc3)c2[nH]1. Reaction SMILES: [CH2:1]([c:2]1[cH:3][cH:4][cH:5][cH:6][cH:7]1)[O:8][c:9]1[cH:10][cH:11][c:12]([CH:20]([CH2:21][N:22]([CH2:23][CH2:24][CH2:25][CH2:26][CH2:27][CH2:28][O:29][CH2:30][CH2:31][CH2:32][CH2:33][c:34]2[cH:35][cH:36][cH:37][cH:38][cH:39]2)[CH2:40][c:41]2[cH:42][cH:43][cH:44][cH:45][cH:46]2)[O:47][CH:48]2[CH2:49][CH2:50][CH2:51][CH2:52][O:53]2)[c:13]2[cH:14][cH:15][c:16](=[O:19])[nH:17][c:18]12.[CH2:58]1[O:59][CH2:60][CH2:61][CH2:62]1.[CH3:54][C:55](=[O:56])[OH:57].[OH2:63]>>[CH2:1]([c:2]1[cH:3][cH:4][cH:5][cH:6][cH:7]1)[O:8][c:9]1[cH:10][cH:11][c:12]([CH:20]([CH2:21][N:22]([CH2:23][CH2:24][CH2:25][CH2:26][CH2:27][CH2:28][O:29][CH2:30][CH2:31][CH2:32][CH2:33][c:34]2[cH:35][cH:36][cH:37][cH:38][cH:39]2)[CH2:40][c:41]2[cH:42][cH:43][cH:44][cH:45][cH:46]2)[OH:47])[c:13]2[cH:14][cH:15][c:16](=[O:19])[nH:17][c:18]12. Reactants: C(C)(C)(C)OC(NCCCC#C)=O (pent-4-ynyl-carbamic acid tert-butyl ester), NC1=C(C=C(C(=O)NC2=CC(=C(C=C2)OC)OC)C=C1)I (4-amino-N-(3,4-dimethoxyphenyl)-3-iodobenzamide), palladium tetrakistriphenylphosphine. Reagents/catalysts: [Cu](I)I (copper iodide). Solvent: C(C)NCC (diethylamine). Reaction conditions: time 24 hour. Product: C(C)(C)(C)OC(NCCCC#CC1=C(C=CC(=C1)C(NC1=CC(=C(C=C1)OC)OC)=O)N)=O ({5-[2-amino-5-(3,4-dimethoxy-phenylcarbamoyl)-phenyl]-pent-4-ynyl}-carbamic acid tert-butyl ester). RXN SMILES: [C:1]([O:5][C:6](=[O:13])[NH:7][CH2:8][CH2:9][CH2:10][C:11]#[CH:12])([CH3:4])([CH3:3])[CH3:2].[NH2:14][C:15]1[CH:33]=[CH:32][C:18]([C:19]([NH:21][C:22]2[CH:27]=[CH:26][C:25]([O:28][CH3:29])=[C:24]([O:30][CH3:31])[CH:23]=2)=[O:20])=[CH:17][C:16]=1I>[Cu](I)I.C(NCC)C>[C:1]([O:5][C:6](=[O:13])[NH:7][CH2:8][CH2:9][CH2:10][C:11]#[C:12][C:16]1[CH:17]=[C:18]([C:19](=[O:20])[NH:21][C:22]2[CH:27]=[CH:26][C:25]([O:28][CH3:29])=[C:24]([O:30][CH3:31])[CH:23]=2)[CH:32]=[CH:33][C:15]=1[NH2:14])([CH3:4])([CH3:3])[CH3:2]. Reported procedure: A 500 mL round bottom flask was charged with pent-4-ynyl-carbamic acid tert-butyl ester (1.35 g, 7.37 mmol), 4-amino-N-(3,4-dimethoxyphenyl)-3-iodobenzamide (1.35 g, 6.98 mmol), copper iodide (0.16 g, 0.814 mmol), palladium tetrakistriphenylphosphine (0.81 g, 0.701 mmol), and diethylamine (230 mL) and the resulting mixture stirred at room temperature for 24 h. The resulting mixture was then concentrated in vacuo and the residue purified via flash silica gel chromatography (Analogix IF-280, SF40-... Yields the product Cc1cccc(N2CCNC2=O)c1. Starting materials: C1CCOC1, Cc1cccc(NC(=O)NCCCl)c1, [H-], [Na+], CN(C)C=O. As a reaction SMILES: [CH2:22]1[O:23][CH2:24][CH2:25][CH2:26]1.[Cl:1][CH2:2][CH2:3][NH:4][C:5](=[O:6])[NH:7][c:8]1[cH:9][c:10]([CH3:14])[cH:11][cH:12][cH:13]1.[H-:15].[Na+:16].[O:17]=[CH:18][N:19]([CH3:20])[CH3:21]>>[CH2:2]1[CH2:3][NH:4][C:5](=[O:6])[N:7]1[c:8]1[cH:9][c:10]([CH3:14])[cH:11][cH:12][cH:13]1. Reactants: Brc1cccnc1, COc1ccc(N(C(=O)CN2C(=O)C(Cc3nn(Cc4ccccc4)c4ccccc34)(OC)C(=O)Nc3ccccc32)C(C)C)cc1, CC(=O)[O-], [K+], CN(C)C=O. Product: COc1ccc(N(C(=O)CN2C(=O)C(Cc3nn(Cc4ccccc4)c4ccccc34)(OC)C(=O)N(c3cccnc3)c3ccccc32)C(C)C)cc1. Reaction SMILES: [Br:53][c:54]1[cH:55][n:56][cH:57][cH:58][cH:59]1.[CH2:1]([c:2]1[cH:3][cH:4][cH:5][cH:6][cH:7]1)[n:8]1[n:9][c:10]([CH2:17][C:18]2([O:46][CH3:47])[C:19](=[O:45])[NH:20][c:21]3[c:22]([cH:41][cH:42][cH:43][cH:44]3)[N:23]([CH2:26][C:27](=[O:28])[N:29]([c:30]3[cH:31][cH:32][c:33]([O:36][CH3:37])[cH:34][cH:35]3)[CH:38]([CH3:39])[CH3:40])[C:24]2=[O:25])[c:11]2[cH:12][cH:13][cH:14][cH:15][c:16]12.[CH3:49][C:50](=[O:51])[O-:52].[K+:48].[O:60]=[CH:61][N:62]([CH3:63])[CH3:64]>>[CH2:1]([c:2]1[cH:3][cH:4][cH:5][cH:6][cH:7]1)[n:8]1[n:9][c:10]([CH2:17][C:18]2([O:46][CH3:47])[C:19](=[O:45])[N:20]([c:54]3[cH:55][n:56][cH:57][cH:58][cH:59]3)[c:21]3[c:22]([cH:41][cH:42][cH:43][cH:44]3)[N:23]([CH2:26][C:27](=[O:28])[N:29]([c:30]3[cH:31][cH:32][c:33]([O:36][CH3:37])[cH:34][cH:35]3)[CH:38]([CH3:39])[CH3:40])[C:24]2=[O:25])[c:11]2[cH:12][cH:13][cH:14][cH:15][c:16]12. Reactants: COC(=O)CC(=O)OC, C=C(CC(=O)OC)C(=O)OC, [H-], [Na+], [Na]. The product is COC(=O)CC(CC(C(=O)OC)C(=O)OC)C(=O)OC. As a reaction SMILES: [C:13]([CH2:14][C:15](=[O:16])[O:17][CH3:18])(=[O:19])[O:20][CH3:21].[C:1]([C:2](=[CH2:3])[CH2:4][C:5](=[O:6])[O:7][CH3:8])(=[O:9])[O:10][CH3:11].[H-:22].[Na+:23].[Na:12]>>[C:1]([CH:2]([CH2:3][CH:14]([C:13](=[O:19])[O:20][CH3:21])[C:15](=[O:16])[O:17][CH3:18])[CH2:4][C:5](=[O:6])[O:7][CH3:8])(=[O:9])[O:10][CH3:11]. The reactants are COc1ccc(Cn2cnc3c(-c4cccnc4Oc4c(C)ccc5c(Cl)nccc45)ncnc32)cc1, C[Si](C)(C)[N-][Si](C)(C)C, CN(C)c1ccccc1-c1ccccc1P(C1CCCCC1)C1CCCCC1, [Li+], Nc1ccc(Cl)cc1, C1COCCO1. Yields the product COc1ccc(Cn2cnc3c(-c4cccnc4Oc4c(C)ccc5c(Nc6ccc(Cl)cc6)nccc45)ncnc32)cc1. As a reaction SMILES: [CH3:1][O:2][c:3]1[cH:4][cH:5][c:6]([CH2:7][n:8]2[c:9]3[n:10][cH:11][n:12][c:13](-[c:17]4[c:18]([O:23][c:24]5[c:25]6[cH:26][cH:27][n:28][c:29]([Cl:35])[c:30]6[cH:31][cH:32][c:33]5[CH3:34])[n:19][cH:20][cH:21][cH:22]4)[c:14]3[n:15][cH:16]2)[cH:36][cH:37]1.[CH3:74][Si:75]([N-:76][Si:77]([CH3:78])([CH3:79])[CH3:80])([CH3:81])[CH3:82].[CH:46]1([P:47]([CH:48]2[CH2:49][CH2:50][CH2:51][CH2:52][CH2:53]2)[c:54]2[cH:55][cH:56][cH:57][cH:58][c:59]2-[c:60]2[cH:61][cH:62][cH:63][cH:64][c:65]2[N:66]([CH3:67])[CH3:68])[CH2:69][CH2:70][CH2:71][CH2:72][CH2:73]1.[Li+:83].[NH2:38][c:39]1[cH:40][cH:41][c:42]([Cl:43])[cH:44][cH:45]1.[O:84]1[CH2:85][CH2:86][O:87][CH2:88][CH2:89]1>>[CH3:1][O:2][c:3]1[cH:4][cH:5][c:6]([CH2:7][n:8]2[c:9]3[n:10][cH:11][n:12][c:13](-[c:17]4[c:18]([O:23][c:24]5[c:25]6[cH:26][cH:27][n:28][c:29]([NH:38][c:39]7[cH:40][cH:41][c:42]([Cl:43])[cH:44][cH:45]7)[c:30]6[cH:31][cH:32][c:33]5[CH3:34])[n:19][cH:20][cH:21][cH:22]4)[c:14]3[n:15][cH:16]2)[cH:36][cH:37]1. As a reaction SMILES: [C:1]([O:5][C:6]([NH:8][C@@H:9]([CH2:13][C:14]1[CH:19]=[CH:18][C:17]([C:20]2[CH:25]=[CH:24][CH:23]=[CH:22][CH:21]=2)=[CH:16][CH:15]=1)[C:10]([OH:12])=[O:11])=[O:7])([CH3:4])([CH3:3])[CH3:2].[CH2:26](O)[C:27]1[CH:32]=[CH:31][CH:30]=[CH:29][CH:28]=1.C1(N=C=NC2CCCCC2)CCCCC1>C(Cl)Cl.CN(C)C1C=CN=CC=1>[CH2:26]([O:11][C:10](=[O:12])[C@@H:9]([NH:8][C:6]([O:5][C:1]([CH3:4])([CH3:2])[CH3:3])=[O:7])[CH2:13][C:14]1[CH:15]=[CH:16][C:17]([C:20]2[CH:21]=[CH:22][CH:23]=[CH:24][CH:25]=2)=[CH:18][CH:19]=1)[C:27]1[CH:32]=[CH:31][CH:30]=[CH:29][CH:28]=1. The reactants are C1(CCCCC1)N=C=NC1CCCCC1 (dicyclohexyl-carbodiimide), C(C1=CC=CC=C1)O (Benzyl alcohol), C(C)(C)(C)OC(=O)N[C@H](C(=O)O)CC1=CC=C(C=C1)C1=CC=CC=C1 ((S)-2-(t-Butoxycarbonylamino)-3-(biphenyl-4-yl)propionic acid). Run in C(Cl)Cl (methylene chloride), C(Cl)Cl (methylene chloride). Reagents/catalysts: CN(C1=CC=NC=C1)C (4-dimethylaminopyridine). Reported procedure: (S)-2-(t-Butoxycarbonylamino)-3-(biphenyl-4-yl)propionic acid (5 g, 14.6 mmol) is dissolved in methylene chloride (25 mL) under nitrogen and the solution is cooled to 0°. Benzyl alcohol (2 mL, 19 mmol) and 4-dimethylaminopyridine (0.1 g) are added, followed by a solution of dicyclohexyl-carbodiimide (3.3 g, 16.1 mmol) in methylene chloride (15 mL). After stirring for 1 hours at 0° and 1 hours at room temperature, the reaction mixture is filtered and the filtrate concentrated in vacuo. The residu... The product is C(C1=CC=CC=C1)OC([C@H](CC1=CC=C(C=C1)C1=CC=CC=C1)NC(=O)OC(C)(C)C)=O ((S)-2-(t-butoxycarbonylamino)-3-(biphenyl-4-yl)-propionic acid benzyl ester). Conditions: time 1 hour. The reactants are C(C)(C)(C)O (t-butanol), [H-].[Na+] (sodium hydride), S(=O)(=O)(OC)OC (dimethyl sulfate). The solvent is O (water). Product: CC1(C(C(CC1)(C)C)=O)C (2,2,5,5-tetramethylcyclopentanone). As a reaction SMILES: [C:1](O)([CH3:4])([CH3:3])[CH3:2].[H-].[Na+].S([O:13][CH3:14])(OC)(=O)=O>O>[CH3:2][C:1]1([CH3:4])[CH2:3][CH2:2][C:1]([CH3:4])([CH3:3])[C:14]1=[O:13] |f:1.2|. Procedure: After cooling, 100 ml of t-butanol was slowly added dropwise thereto to decompose excess sodium hydride, and then 1.0 l of water was added thereto. The reaction mixture was further heated for 2 hours under reflux to decompose excess dimethyl sulfate. After cooling, the resulting two layers were separated and the organic layer was washed with aqueous saturated sodium chloride solution, and dried over anhydrous sodium sulfate. The solvent was distilled away under reduced pressure, and the residue ...